This data is from the Open Reaction Database (ORD), a public repository of structured organic reaction records. The task is: describe an organic reaction: reactants, conditions, products, and yield Starting materials: OO (hydrogen peroxide), ClC1=C(C=C(C(=C1)Cl)C1=NN(C(=C1Cl)OC(F)F)C)C=C(C(=O)OCC)C#N (ethyl 3-(2,4-dichloro-5-(4-chloro-5-difluoromethoxy-1-methyl-1H-pyrazol-3-yl)Phenyl)-2-cyanopropenoate), O (water). Run in C(C)O (ethanol). The product is ClC1=C(C=C(C(=C1)Cl)C1=NN(C(=C1Cl)OC(F)F)C)C1C(O1)(C(=O)OCC)C#N (Ethyl 3-(2,4-dichloro-5-(4-chloro-5-difluoromethoxy-1-methyl-1H-pyrazol-3-yl)phenyl)-2-cyanooxirane-2-carboxylate). RXN SMILES: [OH:1]O.[Cl:3][C:4]1[CH:9]=[C:8]([Cl:10])[C:7]([C:11]2[C:15]([Cl:16])=[C:14]([O:17][CH:18]([F:20])[F:19])[N:13]([CH3:21])[N:12]=2)=[CH:6][C:5]=1[CH:22]=[C:23]([C:29]#[N:30])[C:24]([O:26][CH2:27][CH3:28])=[O:25].O>C(O)C>[Cl:3][C:4]1[CH:9]=[C:8]([Cl:10])[C:7]([C:11]2[C:15]([Cl:16])=[C:14]([O:17][CH:18]([F:20])[F:19])[N:13]([CH3:21])[N:12]=2)=[CH:6][C:5]=1[CH:22]1[O:1][C:23]1([C:29]#[N:30])[C:24]([O:26][CH2:27][CH3:28])=[O:25]. Procedure: 1.4 g (12 mmol) of 30% strength aqueous hydrogen peroxide solution were added to 2.7 g (6 mmol) of ethyl 3-(2,4-dichloro-5-(4-chloro-5-difluoromethoxy-1-methyl-1H-pyrazol-3-yl)Phenyl)-2-cyanopropenoate in 30 ml of ethanol. After 12 hours the mixture was poured into water. The product was extracted from the aqueous phase using ethyl acetate, after which the organic phase was dried over magnesium sulfate and then concentrated. Purification of the crude product was carried out by means of column ch...